The task is: describe an organic reaction: reactants, conditions, products, and yield. This data is from the Open Reaction Database (ORD), a public repository of structured organic reaction records. Starting materials: COC1=CC=C(C=C1)N1CCN(CC1)C1=NC=C(C=C1)NC(=O)OC1=CC=CC=C1 (2-(4-[4-Methoxyphenyl]piperazin-1-yl)-5-phenoxycarbonylaminopyridine), O.NN (hydrazine hydrate). Run in O1CCOCC1 (1,4-dioxane). The product is COC1=CC=C(C=C1)N1CCN(CC1)C1=NC=C(C=C1)NC(NN)=O (4-(2-[4-(4-Methoxyphenyl)piperazin-1-yl]pyridin-5-yl)semicarbazide). As a reaction SMILES: [CH3:1][O:2][C:3]1[CH:8]=[CH:7][C:6]([N:9]2[CH2:14][CH2:13][N:12]([C:15]3[CH:20]=[CH:19][C:18]([NH:21][C:22](OC4C=CC=CC=4)=[O:23])=[CH:17][N:16]=3)[CH2:11][CH2:10]2)=[CH:5][CH:4]=1.O.[NH2:32][NH2:33]>O1CCOCC1>[CH3:1][O:2][C:3]1[CH:8]=[CH:7][C:6]([N:9]2[CH2:10][CH2:11][N:12]([C:15]3[CH:20]=[CH:19][C:18]([NH:21][C:22](=[O:23])[NH:32][NH2:33])=[CH:17][N:16]=3)[CH2:13][CH2:14]2)=[CH:5][CH:4]=1 |f:1.2|. Procedure details: A mixture of the product of part (iii) (2.8 g, 6.9 mmole) and hydrazine hydrate (7.5 ml, 150 mmole) in 1,4-dioxane (50 ml) was heated under reflux for 1.5 hours. The cooled mixture was filtered to provide a solid which was washed with ether to yield the desired product, m.p. 280°-282° (2.0 g, 85%), which was used without further purification. The reactants are O=C([O-])c1cc2nccc(Cl)c2s1, COC1CNCC1F, [Li+]. Product: COC1CN(C(=O)c2cc3nccc(Cl)c3s2)CC1F. RXN SMILES: [Cl:1][c:2]1[c:3]2[c:4]([n:5][cH:6][cH:7]1)[cH:8][c:9]([C:11](=[O:12])[O-:13])[s:10]2.[F:15][CH:16]1[CH2:17][NH:18][CH2:19][CH:20]1[O:21][CH3:22].[Li+:14]>>[Cl:1][c:2]1[c:3]2[c:4]([n:5][cH:6][cH:7]1)[cH:8][c:9]([C:11](=[O:13])[N:18]1[CH2:17][CH:16]([F:15])[CH:20]([O:21][CH3:22])[CH2:19]1)[s:10]2. The product is NC(=O)c1ccc([N+](=O)[O-])cc1. Starting materials: NC(N)=O, O=C(O)c1ccc([N+](=O)[O-])cc1, OP(O)O, Cc1cc(C)cc(C)c1. RXN SMILES: [NH2:13][C:14](=[O:15])[NH2:16].[OH:1][C:2](=[O:3])[c:4]1[cH:5][cH:6][c:7]([N+:10]([O-:11])=[O:12])[cH:8][cH:9]1.[P:17]([OH:18])([OH:19])[OH:20].[c:21]1([CH3:22])[cH:23][c:24]([CH3:25])[cH:26][c:27]([CH3:28])[cH:29]1>>[O:1]=[C:2]([c:4]1[cH:5][cH:6][c:7]([N+:10]([O-:11])=[O:12])[cH:8][cH:9]1)[NH2:13]. Starting materials: ClC=1N=NC(=CC1C(=O)O)Cl (3,6-dichloropyridazin-4-carboxylic acid), TEA, NN (hydrazine). Solvent: CCO (EtOH). Run at temperature 85 celsius, time 3 hour. Product: ClC1=CC(=C(N=N1)NN)C(=O)O (6-chloro-3-hydrazinylpyridazine-4-carboxylic acid). RXN SMILES: Cl[C:2]1[N:3]=[N:4][C:5]([Cl:11])=[CH:6][C:7]=1[C:8]([OH:10])=[O:9].[NH2:12][NH2:13]>CCO>[Cl:11][C:5]1[N:4]=[N:3][C:2]([NH:12][NH2:13])=[C:7]([C:8]([OH:10])=[O:9])[CH:6]=1. Reported procedure: To a solution of 3,6-dichloropyridazin-4-carboxylic acid (5 g, 26 mmol) in EtOH (200 mL) was added TEA (4 mL, 30 mmol) and hydrazine (5 mL, 80%). The reaction mixture was stirred at 85° C. for 3 hours. After cooled to room temperature, the mixture was concentrated in vacuum to give crude product 6-chloro-3-hydrazinylpyridazine-4-carboxylic acid (4.8 g), which was used for the next step directly without purification. LRMS (M+H+) m/z: calcd 189; found 189. Reactants: C(C)(=O)OC1=C(C(=C(C=C1C(C)(C)C)O)CC(=C)C)C(C)(C)C (4-acetoxy-3,5-di-t-butyl-2-(2-methyl-2-propenyl)phenol), ClC1=CC(=CC=C1)C(=O)OO (m-chloroperbenzoic acid), S(=S)(=O)([O-])[O-].[Na+].[Na+] (sodium thiosulfate). Run in C(Cl)(Cl)Cl (chloroform). The product is C(C)(=O)OC=1C(=CC2=C(CC(O2)(C)CO)C1C(C)(C)C)C(C)(C)C (5-acetoxy-4,6-di-t-butyl-2-hydroxymethyl-2-methyl-2,3-dihydrobenzofuran). Isolated yield 69.5%. Reaction SMILES: [C:1]([O:4][C:5]1[C:10]([C:11]([CH3:14])([CH3:13])[CH3:12])=[CH:9][C:8]([OH:15])=[C:7]([CH2:16][C:17]([CH3:19])=[CH2:18])[C:6]=1[C:20]([CH3:23])([CH3:22])[CH3:21])(=[O:3])[CH3:2].ClC1C=CC=C(C(OO)=[O:32])C=1.S([O-])([O-])(=O)=S.[Na+].[Na+]>C(Cl)(Cl)Cl>[C:1]([O:4][C:5]1[C:10]([C:11]([CH3:12])([CH3:13])[CH3:14])=[CH:9][C:8]2[O:15][C:17]([CH2:19][OH:32])([CH3:18])[CH2:16][C:7]=2[C:6]=1[C:20]([CH3:23])([CH3:22])[CH3:21])(=[O:3])[CH3:2] |f:2.3.4|. Procedure: In 200 ml of chloroform was dissolved 10.0 g of 4-acetoxy-3,5-di-t-butyl-2-(2-methyl-2-propenyl)phenol synthesized according to JP 7-330759/95 and 11.0 g of m-chloroperbenzoic acid was added, and the mixture was heated under reflux for 24 hours. After cooling, the reaction solution was combined with a saturated aqueous solution of sodium thiosulfate and extracted with chloroform. The organic layer was washed with saturated brine, dried over anhydrous magnesium sulfate, and then concentrated. The... Reactants: ester, [H-].[Na+] (sodium hydride), C(C=C)(=O)OCC (ethyl acrylate), ClCC(=O)OCC (ethyl chloroacetate), O (water). Yields the product [C@@H]1([C@H](C1)C(=O)OCC)C(=O)OCC (diethyl cis-1,2-cyclopropanedicarboxylate). Isolated yield 35.1%. The reagents and catalysts are C(C)O (ethanol). Reported procedure: To a stirred suspension of 32.8 g (818.8 mmol) of 60% sodium hydride mineral oil dispersion in 200 mL of toluene under nitrogen, was added between 10 to 20 mL of a blend of ethyl acrylate (81.2 g, 810.7 mmol) and ethyl chloroacetate (99.4 g, 810.7 mmol) followed by several drops of ethanol. After an induction period of about 1 h, steady gas and heat evolution began with the reaction mixture temperature reaching 35° C. The remaining mixed ester reagent was carefully added dropwise with ice-bath c... As a reaction SMILES: [H-].[Na+].[C:3]([O:7][CH2:8][CH3:9])(=[O:6])[CH:4]=[CH2:5].Cl[CH2:11][C:12]([O:14][CH2:15][CH3:16])=[O:13].O>C1(C)C=CC=CC=1.C(O)C>[C@@H:4]1([C:3]([O:7][CH2:8][CH3:9])=[O:6])[CH2:5][C@@H:11]1[C:12]([O:14][CH2:15][CH3:16])=[O:13] |f:0.1|. Solvent: C1(=CC=CC=C1)C (toluene). The reactants are NCC=1C=NC=CC1 (3-aminomethylpyridine), C(C(C)C)=O (isobutyraldehyde). Solvent: C1(=CC=CC=C1)C (toluene). Product: C(C(C)C)=C1NC=CC=C1CN (isobutylidene-3-aminomethylpyridine). Isolated yield 99.0%. Reaction SMILES: [NH2:1][CH2:2][C:3]1[CH:4]=[N:5][CH:6]=[CH:7][CH:8]=1.[CH:9](=O)[CH:10]([CH3:12])[CH3:11]>C1(C)C=CC=CC=1>[CH:9](=[C:4]1[C:3]([CH2:2][NH2:1])=[CH:8][CH:7]=[CH:6][NH:5]1)[CH:10]([CH3:12])[CH3:11]. Reported procedure: The procedure as in Example 1(a) is carried out except that 54.07 g (0.5 mol) of 3-aminomethylpyridine, 40 g (0.55 mol) of isobutyraldehyde and 75 ml of toluene are used. Distillation yields 80.1 g (0.495 mol) of isobutylidene-3-aminomethylpyridine; yield 98.8% of theory; b.p 106°-108° C./1.8×103Pa; nD20 =1.5103. Starting materials: FC=1C(=C(C=CC1)[C@H](C[C@@](C=O)(C(F)(F)F)O)C)OC ((2R*,4S*)-4-(3-fluoro-2-methoxyphenyl)-2-hydroxy-2-(trifluoromethyl)pentanal), NC1=C2C=CC(=NC2=CC=C1)C (5-amino-2-methylquinoline). The reagents and catalysts are [O-]CC.[O-]CC.[O-]CC.[O-]CC.[Ti+4] (titanium tetraethoxide). The product is FC=1C(=C(C=CC1)[C@H](C[C@](C=NC1=C2C=CC(=NC2=CC=C1)C)(O)C(F)(F)F)C)OC ((2R*,4S*)-4-(3-fluoro-2-methoxyphenyl)-1-[(2-methylquinolin-5-yl)imino]-2-(trifluoromethyl)pentan-2-ol). RXN SMILES: [F:1][C:2]1[C:3]([O:19][CH3:20])=[C:4]([C@@H:8]([CH3:18])[CH2:9][C@:10]([OH:17])([C:13]([F:16])([F:15])[F:14])[CH:11]=O)[CH:5]=[CH:6][CH:7]=1.[NH2:21][C:22]1[CH:31]=[CH:30][CH:29]=[C:28]2[C:23]=1[CH:24]=[CH:25][C:26]([CH3:32])=[N:27]2>[O-]CC.[O-]CC.[O-]CC.[O-]CC.[Ti+4]>[F:1][C:2]1[C:3]([O:19][CH3:20])=[C:4]([C@@H:8]([CH3:18])[CH2:9][C@@:10]([C:13]([F:14])([F:15])[F:16])([OH:17])[CH:11]=[N:21][C:22]2[CH:31]=[CH:30][CH:29]=[C:28]3[C:23]=2[CH:24]=[CH:25][C:26]([CH3:32])=[N:27]3)[CH:5]=[CH:6][CH:7]=1 |f:2.3.4.5.6|. Procedure details: In the same way as in Example 1, 175 mg (0.60 mmol) of (2R*,4S*)-4-(3-fluoro-2-methoxyphenyl)-2-hydroxy-2-(trifluoromethyl)pentanal, 103 mg (0.63 mmol) of 5-amino-2-methylquinoline and 0.3 ml of titanium tetraethoxide are reacted to give (2R*,4S*)-4-(3-fluoro-2-methoxyphenyl)-1-[(2-methylquinolin-5-yl)imino]-2-(trifluoromethyl)pentan-2-ol. 230 mg of resultant crude imine are cyclized in the same way as in Example 1 at −30° C. using 5 ml (5 mmol) of 1 M boron tribromide solution to give the desir...